describe an organic reaction: reactants, conditions, products, and yield From a dataset of the Open Reaction Database (ORD), a public repository of structured organic reaction records. Starting materials: CNC1CCCc2cc(CN3CCCCC3)ccc21, CCN(C(C)C)C(C)C, ClCCl, Cc1ccc(S(=O)(=O)N2C=CNC(=O)C2CC(=O)O)cc1. Product: Cc1ccc(S(=O)(=O)N2C=CNC(=O)C2CC(=O)N(C)C2CCCc3cc(CN4CCCCC4)ccc32)cc1. RXN SMILES: [CH3:22][NH:23][CH:24]1[CH2:25][CH2:26][CH2:27][c:28]2[cH:29][c:30]([CH2:34][N:35]3[CH2:36][CH2:37][CH2:38][CH2:39][CH2:40]3)[cH:31][cH:32][c:33]21.[CH:41]([N:42]([CH2:43][CH3:44])[CH:45]([CH3:46])[CH3:47])([CH3:48])[CH3:49].[Cl:50][CH2:51][Cl:52].[O:1]=[C:2]1[CH:3]([CH2:18][C:19](=[O:20])[OH:21])[N:4]([S:8](=[O:9])(=[O:10])[c:11]2[cH:12][cH:13][c:14]([CH3:15])[cH:16][cH:17]2)[CH:5]=[CH:6][NH:7]1>>[O:1]=[C:2]1[CH:3]([CH2:18][C:19](=[O:21])[N:23]([CH3:22])[CH:24]2[CH2:25][CH2:26][CH2:27][c:28]3[cH:29][c:30]([CH2:34][N:35]4[CH2:36][CH2:37][CH2:38][CH2:39][CH2:40]4)[cH:31][cH:32][c:33]32)[N:4]([S:8](=[O:9])(=[O:10])[c:11]2[cH:12][cH:13][c:14]([CH3:15])[cH:16][cH:17]2)[CH:5]=[CH:6][NH:7]1. Starting materials: [BH-](OC(=O)C)(OC(=O)C)OC(=O)C.[Na+] (NaBH(OAc)3), C(C)OC=1C=C(C=CC1OCC)C1=NC(=NO1)C=1C=CC2=C(C=C(O2)C=O)C1 (5-(5-(3,4-Diethoxyphenyl)-1,2,4-oxadiazol-3-yl)benzofuran-2-carbaldehyde), azetidine 3-methylcarboxylate hydrochloride, CCN(C(C)C)C(C)C (DIPEA), CC(=O)O (AcOH). Solvent: CCOC(=O)C (EtOAc), ClCCCl (1,2-dichloroethane), CO (methanol). Run at time 1 hour. Product: C(C)OC=1C=C(C=CC1OCC)C1=NC(=NO1)C=1C=CC2=C(C=C(O2)CN2CC(C2)C(=O)OC)C1 (Methyl 1-((5-(5-(3,4-diethoxyphenyl)-1,2,4-oxadiazol-3-yl)benzofuran-2-yl)methyl)azetidine-3-carboxylate). Yield: 68.0%. RXN SMILES: [CH2:1]([O:3][C:4]1[CH:5]=[C:6]([C:13]2[O:17][N:16]=[C:15]([C:18]3[CH:19]=[CH:20][C:21]4[O:25][C:24](C=O)=[CH:23][C:22]=4[CH:28]=3)[N:14]=2)[CH:7]=[CH:8][C:9]=1[O:10][CH2:11][CH3:12])[CH3:2].C[CH2:30][N:31]([CH:35](C)C)[CH:32]([CH3:34])C.[BH-]([O:47][C:48](C)=[O:49])(OC(C)=O)OC(C)=O.[Na+].[CH3:52]C(O)=O>ClCCCl.CO.CCOC(C)=O>[CH2:1]([O:3][C:4]1[CH:5]=[C:6]([C:13]2[O:17][N:16]=[C:15]([C:18]3[CH:19]=[CH:20][C:21]4[O:25][C:24]([CH2:35][N:31]5[CH2:30][CH:34]([C:48]([O:47][CH3:52])=[O:49])[CH2:32]5)=[CH:23][C:22]=4[CH:28]=3)[N:14]=2)[CH:7]=[CH:8][C:9]=1[O:10][CH2:11][CH3:12])[CH3:2] |f:2.3|. Reported procedure: A mixture the product of Example 1, Step E (0.07 g; 0.85 mmol), azetidine-3-methylcarboxylate hydrochloride (0.03 g; 0.199 mmol) and DIPEA (0.035 ml, 0.2 mmol) in 1,2-dichloroethane (1 ml) and methanol (MeOH) (3 ml) was sonicated for 30 min at room temperature, then evaporated to dryness. The yellowish residue was suspended in 1,2-dichloroethane (1 ml) and NaBH(OAc)3 (0.12 g; 0.57 mmol) was added, followed by AcOH (0.01 ml). This was stirred for 1 h at room temperature and diluted to 15 ml with ... Solvent: C(C)O (ethanol). The reactants are [O-]CC.[Na+] (sodium ethoxide), C(C)(=O)NC(C(=O)OCC)C(=O)OCC (Diethyl acetamidomalonate), ClC=1C=C(CBr)C=CC1Cl (3,4-dichlorobenzyl bromide). Yields the product ClC=1C=C(CCC(=O)NC(C(=O)OCC)C(=O)OCC)C=CC1Cl (Diethyl (3,4-Dichlorobenzyl)acetamidomalonate). Reaction conditions: time 0.5 hour. Procedure: Diethyl acetamidomalonate (48.2 g) was dissolved in ethanol (250 ml) containing sodium ethoxide (10.2 g) and stirred at room temperature for 0.5 hours before adding 3,4-dichlorobenzyl bromide and heating at reflux for 3.5 hours. After cooling, the title compound was collected by filtration and dried under reduced pressure (36.73 g). Reaction SMILES: [C:1]([NH:4][CH:5]([C:11]([O:13][CH2:14][CH3:15])=[O:12])[C:6]([O:8][CH2:9][CH3:10])=[O:7])(=[O:3])[CH3:2].[O-]CC.[Na+].[Cl:20][C:21]1[CH:22]=[C:23]([CH:26]=[CH:27][C:28]=1[Cl:29])[CH2:24]Br>C(O)C>[Cl:20][C:21]1[CH:22]=[C:23]([CH:26]=[CH:27][C:28]=1[Cl:29])[CH2:24][CH2:2][C:1]([NH:4][CH:5]([C:11]([O:13][CH2:14][CH3:15])=[O:12])[C:6]([O:8][CH2:9][CH3:10])=[O:7])=[O:3] |f:1.2|. Yields the product COC(=O)c1ccc(C(=O)N(C)c2ccccc2C2=NC(C)(C)CO2)cc1OC. Starting materials: COC(=O)c1ccc(C(=O)Nc2ccccc2C2=NC(C)(C)CO2)cc1OC, CI, CN(C)C=O, [H-], [Na+]. RXN SMILES: [CH3:1][C:2]1([CH3:28])[CH2:3][O:4][C:5]([c:7]2[c:8]([NH:13][C:14]([c:15]3[cH:16][c:17]([O:25][CH3:26])[c:18]([C:21](=[O:22])[O:23][CH3:24])[cH:19][cH:20]3)=[O:27])[cH:9][cH:10][cH:11][cH:12]2)=[N:6]1.[CH3:31][I:32].[CH3:33][N:34]([CH3:35])[CH:36]=[O:37].[H-:29].[Na+:30]>>[CH3:1][C:2]1([CH3:28])[CH2:3][O:4][C:5]([c:7]2[c:8]([N:13]([C:14]([c:15]3[cH:16][c:17]([O:25][CH3:26])[c:18]([C:21](=[O:22])[O:23][CH3:24])[cH:19][cH:20]3)=[O:27])[CH3:31])[cH:9][cH:10][cH:11][cH:12]2)=[N:6]1. Reactants: C(C1=CC=CC=C1)OC(=O)N1CCN(CC1)C1=NC2=CC=CC=C2C(=N1)O[C@H]1C=C[C@H](C1)O (2-[4-(benzyloxycarbonyl)piperazin-1-yl]-4-[(1R,4S)-(4-hydroxycyclopent-2-en-1-yl)oxy]quinazoline), C[N+]1(CCOCC1)[O-] (4-methylmorpholine N-oxide), CC(=O)C (acetone), C(C)(C)(C)O (t-butanol). The reagents and catalysts are [Os](=O)(=O)(=O)=O (osmium tetroxide). Solvent: O (water). The product is C(C1=CC=CC=C1)OC(=O)N1CCN(CC1)C1=NC2=CC=CC=C2C(=N1)O[C@H]1[C@@H]([C@@H]([C@H](C1)O)O)O (2-[4-(benzyloxycarbonyl)piperazin-1-yl]-4-[(1R,2R,3R,4S)-(2,3,4-trihydroxycyclopentan-1-yl)oxy]quinazoline). As a reaction SMILES: [CH2:1]([O:8][C:9]([N:11]1[CH2:16][CH2:15][N:14]([C:17]2[N:26]=[C:25]([O:27][C@@H]3C[C@H](O)C=C3)[C:24]3[C:19](=[CH:20][CH:21]=[CH:22][CH:23]=3)[N:18]=2)[CH2:13][CH2:12]1)=[O:10])[C:2]1[CH:7]=[CH:6][CH:5]=[CH:4][CH:3]=1.C[N+]1([O-])CC[O:38]CC1.C[C:43]([CH3:45])=[O:44].[C:46]([OH:50])([CH3:49])([CH3:48])C>O.[Os](=O)(=O)(=O)=O>[CH2:1]([O:8][C:9]([N:11]1[CH2:16][CH2:15][N:14]([C:17]2[N:26]=[C:25]([O:27][C@@H:45]3[CH2:49][C@H:46]([OH:50])[C@@H:48]([OH:38])[C@H:43]3[OH:44])[C:24]3[C:19](=[CH:20][CH:21]=[CH:22][CH:23]=3)[N:18]=2)[CH2:13][CH2:12]1)=[O:10])[C:2]1[CH:7]=[CH:6][CH:5]=[CH:4][CH:3]=1. Reported procedure: A mixture of 2-[4-(benzyloxycarbonyl)piperazin-1-yl]-4-[(1R,4S)-(4-hydroxycyclopent-2-en-1-yl)oxy]quinazoline (1.00 g), a solution of osmium tetroxide in t-butanol (osmium tetroxide 252 mg/t-butanol 18.1 g) (409 mg) and 4-methylmorpholine N-oxide (281 mg) in water (2 ml)--acetone (20 ml) is stirred at room temperature for 8 hours. Acetone is distilled off from the reaction mixture under reduced pressure, and to the resultant is added ethyl acetate, and the mixture is washed with 10% aqueous sodi... The reactants are CC(C)(C)OC(=O)NCCN, CC#N, CCN(C(C)C)C(C)C, O=C(Cl)OCc1ccccc1, NC(=O)CI. Product: CC(C)(C)OC(=O)NCCN(CC(N)=O)C(=O)OCc1ccccc1. Reaction SMILES: [C:1]([CH3:2])([CH3:3])([CH3:4])[O:5][C:6](=[O:7])[NH:8][CH2:9][CH2:10][NH2:11].[CH3:37][C:38]#[N:39].[CH:12]([N:13]([CH2:14][CH3:15])[CH:16]([CH3:17])[CH3:18])([CH3:19])[CH3:20].[Cl:26][C:27](=[O:28])[O:29][CH2:30][c:31]1[cH:32][cH:33][cH:34][cH:35][cH:36]1.[I:21][CH2:22][C:23](=[O:24])[NH2:25]>>[C:1]([CH3:2])([CH3:3])([CH3:4])[O:5][C:6](=[O:7])[NH:8][CH2:9][CH2:10][N:11]([CH2:22][C:23](=[O:24])[NH2:25])[C:27](=[O:28])[O:29][CH2:30][c:31]1[cH:32][cH:33][cH:34][cH:35][cH:36]1. Starting materials: BrC=1C2=C(SC1)C=CC=C2 (3-bromo-benzo[b]thiophene), N1=C(C=C(C=C1C)C)C (collidine), C(C1=CC=CC=C1)OC1=CC=C(C=C1)O (4-benzyloxyphenol), cuprous oxide. Run in C(C)(=O)OCC (ethyl acetate). Yields the product S1C2=C(C=C1)C=CC=C2 (benzo[b]thiophene), [3-(4-benzyloxy)phenoxy]benzo-[b]thiophene. Yield: 35.0%. As a reaction SMILES: Br[C:2]1[C:3]2[CH:10]=[CH:9][CH:8]=[CH:7][C:4]=2[S:5][CH:6]=1.N1C(C)=CC(C)=CC=1C.C(OC1C=CC(O)=CC=1)C1C=CC=CC=1>C(OCC)(=O)C>[S:5]1[CH:6]=[CH:2][C:3]2[CH:10]=[CH:9][CH:8]=[CH:7][C:4]1=2. Procedure details: To a solution of 3-bromo-benzo[b]thiophene (69.62 g, 0.325 mol) in 55 a anhydrous collidine under N2 was added 4-benzyloxyphenol (9.6 g, 0.488 mol) and cuprous oxide (23.3 g, 0.163 mol). The mixture was heated to reflux for 24 hours. Upon cooling, the reaction mixture was diluted with ethyl acetate (200 mL) and the crude mixture filtered through a pad of Celite® (Aldrich, Milwaukee, Wis.) to remove inorganic salts. The filtrate was washed with 1N hydrochloric acid (3×150 mL). The organic was dri...